Dataset: the Open Reaction Database (ORD), a public repository of structured organic reaction records. Task: describe an organic reaction: reactants, conditions, products, and yield The reactants are C, C1=CCN2CCCC2=C1, Nc1cccc([N+](=O)[O-])c1C=O, [Pd]. The product is C1=CCN2CCCC2=C1, Nc1cccc(N)c1C=O. As a reaction SMILES: [C:22].[CH2:13]1[CH2:14][CH2:15][N:16]2[CH2:17][CH:18]=[CH:19][CH:20]=[C:21]12.[NH2:1][c:2]1[c:3]([CH:4]=[O:5])[c:6]([N+:10]([O-:11])=[O:12])[cH:7][cH:8][cH:9]1.[Pd:23]>>[CH2:13]1[CH2:14][CH2:15][N:16]2[CH2:17][CH:18]=[CH:19][CH:20]=[C:21]12.[NH2:1][c:2]1[c:3]([CH:4]=[O:5])[c:6]([NH2:10])[cH:7][cH:8][cH:9]1. The reactants are COC(=O)C(Oc1ccc(Cl)cc1)c1ccc(OCC(C)Oc2ccc(Cl)cc2)cc1, [K+], [OH-]. The product is CC(COc1ccc(C(Oc2ccc(Cl)cc2)C(=O)O)cc1)Oc1ccc(Cl)cc1. Reaction SMILES: [Cl:1][c:2]1[cH:3][cH:4][c:5]([O:6][CH:7]([C:8](=[O:9])[O:10][CH3:11])[c:12]2[cH:13][cH:14][c:15]([O:18][CH2:19][CH:20]([CH3:21])[O:22][c:23]3[cH:24][cH:25][c:26]([Cl:29])[cH:27][cH:28]3)[cH:16][cH:17]2)[cH:30][cH:31]1.[K+:33].[OH-:32]>>[Cl:1][c:2]1[cH:3][cH:4][c:5]([O:6][CH:7]([C:8](=[O:9])[OH:10])[c:12]2[cH:13][cH:14][c:15]([O:18][CH2:19][CH:20]([CH3:21])[O:22][c:23]3[cH:24][cH:25][c:26]([Cl:29])[cH:27][cH:28]3)[cH:16][cH:17]2)[cH:30][cH:31]1. As a reaction SMILES: [F:1][C:2]([F:33])([F:32])[C:3]1[CH:4]=[C:5]([C@H:13]2[O:17][C:16](=[O:18])[N:15]([CH2:19][C:20]3[CH:25]=[C:24]([C:26]([F:29])([F:28])[F:27])[CH:23]=[CH:22][C:21]=3I)[C@H:14]2[CH3:31])[CH:6]=[C:7]([C:9]([F:12])([F:11])[F:10])[CH:8]=1.[C:34]([Cu])#[N:35]>CN(C=O)C.CCOC(C)=O>[F:1][C:2]([F:33])([F:32])[C:3]1[CH:4]=[C:5]([C@H:13]2[O:17][C:16](=[O:18])[N:15]([CH2:19][C:20]3[CH:25]=[C:24]([C:26]([F:29])([F:28])[F:27])[CH:23]=[CH:22][C:21]=3[C:34]#[N:35])[C@H:14]2[CH3:31])[CH:6]=[C:7]([C:9]([F:12])([F:11])[F:10])[CH:8]=1. Reaction conditions: temperature 100 celsius, time 14 hour. The reactants are FC(C=1C=C(C=C(C1)C(F)(F)F)[C@@H]1[C@@H](N(C(O1)=O)CC1=C(C=CC(=C1)C(F)(F)F)I)C)(F)F ((4S,5R)-5-[3,5-bis(trifluoromethyl)phenyl]-3-[2-iodo-5-(trifluoromethyl)benzyl]-4-methyl-1,3-oxazolidin-2-one), C(#N)[Cu] (CuCN). Run in CCOC(=O)C (EtOAc), CN(C)C=O (DMF). Reported procedure: To a solution of (4S,5R)-5-[3,5-bis(trifluoromethyl)phenyl]-3-[2-iodo-5-(trifluoromethyl)benzyl]-4-methyl-1,3-oxazolidin-2-one (500 mg, 0.837 mmol) in DMF (7.5 mL) was added CuCN (150 mg, 1.67 mmol). The reaction was heated to 100° C. and stirred at that temperature for 14 hours. The reaction was then cooled to room temperature, diluted with EtOAc (200 mL), and washed with 100 mL of 2.5 M aqueous ammonia. The organic layer was washed with brine (75 mL) and then filtered through a plug of silica ... Yields the product FC(C=1C=C(C=C(C1)C(F)(F)F)[C@@H]1[C@@H](N(C(O1)=O)CC1=C(C#N)C=CC(=C1)C(F)(F)F)C)(F)F (2-({(4S,5R)-5-[3,5-bis(trifluoromethyl)phenyl]-4-methyl-2-oxo-1,3-oxazolidin-3-yl}methyl)-4-(trifluoromethyl)benzonitrile). The reactants are Cc1ccccc1, CCC(CCC1CCCC(OCCN(Cc2ccc(C)cc2)C(=O)NC2CCCCC2)C1)C(=O)OC(C)(C)C, ClCCl, O=C(O)C(F)(F)F. The product is CCC(CCC1CCCC(OCCN(Cc2ccc(C)cc2)C(=O)NC2CCCCC2)C1)C(=O)O. Reaction SMILES: [CH3:47][c:48]1[cH:49][cH:50][cH:51][cH:52][cH:53]1.[CH:1]1([NH:7][C:8]([N:9]([CH2:10][c:11]2[cH:12][cH:13][c:14]([CH3:17])[cH:15][cH:16]2)[CH2:18][CH2:19][O:20][CH:21]2[CH2:22][CH:23]([CH2:27][CH2:28][CH:29]([C:30](=[O:31])[O:32][C:33]([CH3:34])([CH3:35])[CH3:36])[CH2:37][CH3:38])[CH2:24][CH2:25][CH2:26]2)=[O:39])[CH2:2][CH2:3][CH2:4][CH2:5][CH2:6]1.[Cl:54][CH2:55][Cl:56].[OH:40][C:41]([C:42]([F:43])([F:44])[F:45])=[O:46]>>[CH:1]1([NH:7][C:8]([N:9]([CH2:10][c:11]2[cH:12][cH:13][c:14]([CH3:17])[cH:15][cH:16]2)[CH2:18][CH2:19][O:20][CH:21]2[CH2:22][CH:23]([CH2:27][CH2:28][CH:29]([C:30](=[O:31])[OH:32])[CH2:37][CH3:38])[CH2:24][CH2:25][CH2:26]2)=[O:39])[CH2:2][CH2:3][CH2:4][CH2:5][CH2:6]1. Starting materials: CCN(C(C)C)C(C)C, Nc1cc(N2CCNCC2)c2ccc(Cl)cc2n1, O=C=Nc1c(F)c(F)c(F)c(F)c1F, CN(C)C=O. Product: Nc1cc(N2CCN(C(=O)Nc3c(F)c(F)c(F)c(F)c3F)CC2)c2ccc(Cl)cc2n1. As a reaction SMILES: [CH:15]([N:16]([CH2:17][CH3:18])[CH:19]([CH3:20])[CH3:21])([CH3:22])[CH3:23].[Cl:24][c:25]1[cH:26][cH:27][c:28]2[c:29]([N:36]3[CH2:37][CH2:38][NH:39][CH2:40][CH2:41]3)[cH:30][c:31]([NH2:35])[n:32][c:33]2[cH:34]1.[F:1][c:2]1[c:3]([F:14])[c:4]([F:13])[c:5]([F:12])[c:6]([F:11])[c:7]1[N:8]=[C:9]=[O:10].[O:42]=[CH:43][N:44]([CH3:45])[CH3:46]>>[F:1][c:2]1[c:3]([F:14])[c:4]([F:13])[c:5]([F:12])[c:6]([F:11])[c:7]1[NH:8][C:9](=[O:10])[N:39]1[CH2:38][CH2:37][N:36]([c:29]2[c:28]3[cH:27][cH:26][c:25]([Cl:24])[cH:34][c:33]3[n:32][c:31]([NH2:35])[cH:30]2)[CH2:41][CH2:40]1. Starting materials: C1COCCO1, CO, CN(Cc1csc(NC(=O)NCc2cccc(F)c2)n1)C(=O)c1cc(Cl)nnc1Cl, [Na+], [OH-]. Product: COc1nnc(Cl)cc1C(=O)N(C)Cc1csc(NC(=O)NCc2cccc(F)c2)n1. RXN SMILES: [CH2:35]1[O:36][CH2:37][CH2:38][O:39][CH2:40]1.[CH3:31][OH:32].[F:1][c:2]1[cH:3][c:4]([CH2:5][NH:6][C:7]([NH:8][c:9]2[s:10][cH:11][c:12]([CH2:14][N:15]([C:16](=[O:17])[c:18]3[c:19]([Cl:25])[n:20][n:21][c:22]([Cl:24])[cH:23]3)[CH3:26])[n:13]2)=[O:27])[cH:28][cH:29][cH:30]1.[Na+:34].[OH-:33]>>[F:1][c:2]1[cH:3][c:4]([CH2:5][NH:6][C:7]([NH:8][c:9]2[s:10][cH:11][c:12]([CH2:14][N:15]([C:16](=[O:17])[c:18]3[c:19]([O:32][CH3:31])[n:20][n:21][c:22]([Cl:24])[cH:23]3)[CH3:26])[n:13]2)=[O:27])[cH:28][cH:29][cH:30]1.